From a dataset of the Open Reaction Database (ORD), a public repository of structured organic reaction records. describe an organic reaction: reactants, conditions, products, and yield Reactants: CC(C)(C)OC(=O)N1CCOC(C(=O)O)C1, O=C([O-])[O-], ClCCl, [Cs+], [Cs+], O=C(O)C(F)(F)F, FC(F)(F)c1c(-c2ccccc2)noc1-c1nc(-c2ccc(C3CO3)cc2)no1. Yields the product O=C(O)C1CN(CC(O)c2ccc(-c3noc(-c4onc(-c5ccccc5)c4C(F)(F)F)n3)cc2)CCO1. RXN SMILES: [C:1]([O:2][C:6](=[O:3])[N:8]1[CH2:9][CH:10]([C:14](=[O:15])[OH:16])[O:11][CH2:12][CH2:13]1)([CH3:4])([CH3:5])[CH3:7].[C:56](=[O:57])([O-:58])[O-:59].[Cl:24][CH2:25][Cl:26].[Cs+:60].[Cs+:61].[F:17][C:18]([F:19])([F:20])[C:21]([OH:22])=[O:23].[O:27]1[CH:28]([c:30]2[cH:31][cH:32][c:33](-[c:36]3[n:37][o:38][c:39](-[c:41]4[c:42]([C:52]([F:53])([F:54])[F:55])[c:43](-[c:46]5[cH:47][cH:48][cH:49][cH:50][cH:51]5)[n:44][o:45]4)[n:40]3)[cH:34][cH:35]2)[CH2:29]1>>[CH2:6]([N:8]1[CH2:9][CH:10]([C:14](=[O:15])[OH:16])[O:11][CH2:12][CH2:13]1)[CH:28]([OH:27])[c:30]1[cH:31][cH:32][c:33](-[c:36]2[n:37][o:38][c:39](-[c:41]3[c:42]([C:52]([F:53])([F:54])[F:55])[c:43](-[c:46]4[cH:47][cH:48][cH:49][cH:50][cH:51]4)[n:44][o:45]3)[n:40]2)[cH:34][cH:35]1.